Dataset: the Open Reaction Database (ORD), a public repository of structured organic reaction records. Task: describe an organic reaction: reactants, conditions, products, and yield The reactants are step-ii, FC=1C=C(CN2N=CC(=C2)C2=CN(C3=NC=C(C=C32)C=3C=CC(=NC3)N3CCN(CC3)C(=O)OC(C)(C)C)S(=O)(=O)C3=CC=C(C)C=C3)C=CC1 (tert-butyl 4-(5-(3-(1-(3-fluorobenzyl)-1H-pyrazol-4-yl)-1-tosyl-1H-pyrrolo[2,3-b]pyridin-5-yl)pyridin-2-yl)piperazine-1-carboxylate). The solvent is C(=O)(C(F)(F)F)O.C(Cl)Cl (TFA DCM). The product is FC=1C=C(CN2N=CC(=C2)C2=CN(C3=NC=C(C=C32)C=3C=NC(=CC3)N3CCNCC3)S(=O)(=O)C3=CC=C(C)C=C3)C=CC1 (3-(1-(3-fluorobenzyl)-1H-pyrazol-4-yl)-5-(6-(piperazin-1-yl)pyridin-3-yl)-1-tosyl-1H-pyrrolo[2,3-b]pyridine). The yield is 66.6%. As a reaction SMILES: [F:1][C:2]1[CH:3]=[C:4]([CH:49]=[CH:50][CH:51]=1)[CH2:5][N:6]1[CH:10]=[C:9]([C:11]2[C:19]3[C:14](=[N:15][CH:16]=[C:17]([C:20]4[CH:21]=[CH:22][C:23]([N:26]5[CH2:31][CH2:30][N:29](C(OC(C)(C)C)=O)[CH2:28][CH2:27]5)=[N:24][CH:25]=4)[CH:18]=3)[N:13]([S:39]([C:42]3[CH:48]=[CH:47][C:45]([CH3:46])=[CH:44][CH:43]=3)(=[O:41])=[O:40])[CH:12]=2)[CH:8]=[N:7]1>C(O)(C(F)(F)F)=O.C(Cl)Cl>[F:1][C:2]1[CH:3]=[C:4]([CH:49]=[CH:50][CH:51]=1)[CH2:5][N:6]1[CH:10]=[C:9]([C:11]2[C:19]3[C:14](=[N:15][CH:16]=[C:17]([C:20]4[CH:25]=[N:24][C:23]([N:26]5[CH2:31][CH2:30][NH:29][CH2:28][CH2:27]5)=[CH:22][CH:21]=4)[CH:18]=3)[N:13]([S:39]([C:42]3[CH:48]=[CH:47][C:45]([CH3:46])=[CH:44][CH:43]=3)(=[O:41])=[O:40])[CH:12]=2)[CH:8]=[N:7]1 |f:1.2|. Procedure: Using similar reaction conditions as described in step-ii of example-7, tert-butyl 4-(5-(3-(1-(3-fluorobenzyl)-1H-pyrazol-4-yl)-1-tosyl-1H-pyrrolo[2,3-b]pyridin-5-yl)pyridin-2-yl)piperazine-1-carboxylate (step 1 of example 132) (700 mg, 0.9889 mmol) was deprotected with TFA/DCM (5/20 ml). This afforded 400 mg (66.6% yield) of the titled compound. MS: m/z=608.1 (M+1). Starting materials: C(C)(C)(C)C1=CC(=C(C(=O)NC2=C(C=NC=C2)NC(C2=CC=C(C=C2)OC)=O)C=C1)OC1CCNCC1 (N4-[4-tert-butyl-2-(piperidin-4-yloxy)benzoyl]-N3-(4-methoxybenzoyl)-3,4-pyridinediamine), C(C1=CC=CC=C1)=O (Benzaldehyde). Reaction conditions: time 10 minute. Product: C(C)(C)(C)C1=CC(=C(C(=O)NC2=C(C=NC=C2)NC(C2=CC=C(C=C2)OC)=O)C=C1)OC1CCN(CC1)CC1=CC=CC=C1 (N4-[4-tert-Butyl-2-(1-benzylpiperidin-4-yloxy)benzoyl]-N3-(4-methoxybenzoyl)-3,4-pyridinediamine). The yield is 105.4%. Reaction SMILES: [C:1]([C:5]1[CH:30]=[CH:29][C:8]([C:9]([NH:11][C:12]2[CH:17]=[CH:16][N:15]=[CH:14][C:13]=2[NH:18][C:19](=[O:28])[C:20]2[CH:25]=[CH:24][C:23]([O:26][CH3:27])=[CH:22][CH:21]=2)=[O:10])=[C:7]([O:31][CH:32]2[CH2:37][CH2:36][NH:35][CH2:34][CH2:33]2)[CH:6]=1)([CH3:4])([CH3:3])[CH3:2].[CH:38](=O)[C:39]1[CH:44]=[CH:43][CH:42]=[CH:41][CH:40]=1>>[C:1]([C:5]1[CH:30]=[CH:29][C:8]([C:9]([NH:11][C:12]2[CH:17]=[CH:16][N:15]=[CH:14][C:13]=2[NH:18][C:19](=[O:28])[C:20]2[CH:21]=[CH:22][C:23]([O:26][CH3:27])=[CH:24][CH:25]=2)=[O:10])=[C:7]([O:31][CH:32]2[CH2:37][CH2:36][N:35]([CH2:38][C:39]3[CH:44]=[CH:43][CH:42]=[CH:41][CH:40]=3)[CH2:34][CH2:33]2)[CH:6]=1)([CH3:4])([CH3:2])[CH3:3]. Procedure details: In a 4 mL screw cap vial, N4-[4-tert-butyl-2-(piperidin-4-yloxy)benzoyl]-N3-(4-methoxybenzoyl)-3,4-pyridinediamine (38 mg, 76 μmol) was dissolved in 1 mL of freshly prepared dry 95:5 MeOH:AcOH. Benzaldehyde (24.1 mg, 227 μmol, 3 eq) was added and the vial was capped. After 10 minutes, sodium cyanoborohydride solution (0.5 mL of a 19.0 mg/mL freshly prepared stock in dry 95:5 MeOH:AcOH, 9.51 mg NaCNBH3, 151 μmol, 2 eq) was then added to the solution. The vial was re-capped and shaken overnight at... Reactants: [NH4+], [OH-], O=S(=O)(O)O, N#CNC(=N)Nc1cc(-c2ccncn2)c[nH]c1=O. Yields the product N=C(NC(N)=O)Nc1cc(-c2ccncn2)c[nH]c1=O. RXN SMILES: [NH4+:20].[OH-:21].[S:22](=[O:23])(=[O:24])([OH:25])[OH:26].[n:1]1[cH:2][n:3][c:4](-[c:7]2[cH:8][c:9]([NH:14][C:15](=[NH:16])[NH:17][C:18]#[N:19])[c:10](=[O:13])[nH:11][cH:12]2)[cH:5][cH:6]1>>[n:1]1[cH:2][n:3][c:4](-[c:7]2[cH:8][c:9]([NH:14][C:15](=[NH:16])[NH:17][C:18]([NH2:19])=[O:21])[c:10](=[O:13])[nH:11][cH:12]2)[cH:5][cH:6]1. Starting materials: C(C)OC=C1C(NC2=CC=C3C(=C12)SC=N3)=O (8-[ethoxymethylidene]-6H-[1,3]thiazolo[5,4-e]indol-7-one), NC1=CC=C(C=C1)S(=O)(=O)NCC1=CC=NC=C1 (4-amino-N-(4-pyridinylmethyl)benzenesulfonamide), septum ( 14/22 ). Run in C(C)O (ethanol). Conditions: temperature 78 celsius. Yields the product O=C1NC2=CC=C3C(=C2C1=CNC1=CC=C(C=C1)S(=O)(=O)NCC1=CC=NC=C1)SC=N3 (4-{[(7-oxo-6,7-dihydro8H-[1,3]thiazolo[5,4-e]indol-8-ylidene)methyl]amino}-N-(4-pyridinylmethyl)-benzenesulfonamide). The yield is 22.4%. As a reaction SMILES: C(O[CH:4]=[C:5]1[C:13]2[C:8](=[CH:9][CH:10]=[C:11]3[N:16]=[CH:15][S:14][C:12]3=2)[NH:7][C:6]1=[O:17])C.[NH2:18][C:19]1[CH:24]=[CH:23][C:22]([S:25]([NH:28][CH2:29][C:30]2[CH:35]=[CH:34][N:33]=[CH:32][CH:31]=2)(=[O:27])=[O:26])=[CH:21][CH:20]=1>C(O)C>[O:17]=[C:6]1[C:5](=[CH:4][NH:18][C:19]2[CH:24]=[CH:23][C:22]([S:25]([NH:28][CH2:29][C:30]3[CH:35]=[CH:34][N:33]=[CH:32][CH:31]=3)(=[O:27])=[O:26])=[CH:21][CH:20]=2)[C:13]2[C:8](=[CH:9][CH:10]=[C:11]3[N:16]=[CH:15][S:14][C:12]3=2)[NH:7]1. Procedure details: To a test tube (20 mm by 150 mm) was added a magnetic stir bar, 8-[ethoxymethylidene]-6H-[1,3]thiazolo[5,4-e]indol-7-one (0.123 gram, 0.5 mmol), 4-amino-N-(4-pyridinylmethyl)benzenesulfonamide (0.132 gram, 0.5 mmol) and 95% ethanol (5 milliliters). The reaction mixture was sealed with a rubber septum (14/22) and vented with a 3-inch 18-gauge hypodermic needle. The reaction vessel was placed in an oil bath at room temperature with stirring, and the temperature of the oil bath was then raised to 7... The product is NC(=O)c1ccc(Oc2ccc(CNCCc3ccccc3)cc2)cc1. Reactants: [BH4-], NCCc1ccccc1, CO, NC(=O)c1ccc(Oc2ccc(C=O)cc2)cc1, [Na+]. Reaction SMILES: [BH4-:28].[CH2:19]([CH2:20][c:21]1[cH:22][cH:23][cH:24][cH:25][cH:26]1)[NH2:27].[CH3:30][OH:31].[CH:1](=[O:2])[c:3]1[cH:4][cH:5][c:6]([O:7][c:8]2[cH:9][cH:10][c:11]([C:12](=[O:13])[NH2:14])[cH:15][cH:16]2)[cH:17][cH:18]1.[Na+:29]>>[CH2:1]([c:3]1[cH:4][cH:5][c:6]([O:7][c:8]2[cH:9][cH:10][c:11]([C:12](=[O:13])[NH2:14])[cH:15][cH:16]2)[cH:17][cH:18]1)[NH:27][CH2:19][CH2:20][c:21]1[cH:22][cH:23][cH:24][cH:25][cH:26]1. The reactants are ClC1=NC=C(C=C1)C=1OC(=NN1)C=1C(=NOC1C)C1=CC=CC=C1 (2-chloro-5-[5-(5-methyl-3-phenyl-isoxazol-4-yl)-[1,3,4]oxadiazol-2-yl]-pyridine), OC1CCNCC1 (4-hydroxypiperidine). The product is CC1=C(C(=NO1)C1=CC=CC=C1)C1=NN=C(O1)C=1C=CC(=NC1)N1CCC(CC1)O (5′-[5-(5-Methyl-3-phenyl-isoxazol-4-yl)-[1,3,4]oxadiazol-2-yl]-3,4,5,6-tetrahydro-2H-[1,2′]bipyridinyl-4-ol). Yield: 7.0%. As a reaction SMILES: Cl[C:2]1[CH:7]=[CH:6][C:5]([C:8]2[O:9][C:10]([C:13]3[C:14]([C:19]4[CH:24]=[CH:23][CH:22]=[CH:21][CH:20]=4)=[N:15][O:16][C:17]=3[CH3:18])=[N:11][N:12]=2)=[CH:4][N:3]=1.[OH:25][CH:26]1[CH2:31][CH2:30][NH:29][CH2:28][CH2:27]1>>[CH3:18][C:17]1[O:16][N:15]=[C:14]([C:19]2[CH:24]=[CH:23][CH:22]=[CH:21][CH:20]=2)[C:13]=1[C:10]1[O:9][C:8]([C:5]2[CH:6]=[CH:7][C:2]([N:29]3[CH2:30][CH2:31][CH:26]([OH:25])[CH2:27][CH2:28]3)=[N:3][CH:4]=2)=[N:12][N:11]=1. Procedure details: As described for example 136b, 2-chloro-5-[5-(5-methyl-3-phenyl-isoxazol-4-yl)-[1,3,4]oxadiazol-2-yl]-pyridine (200 mg, 0.59 mmol) was converted using 4-hydroxypiperidine instead of morpholine to the title compound (17 mg, 7%) which was obtained as a light yellow solid. MS: m/e=404.5 [M+H]+.